Dataset: the Open Reaction Database (ORD), a public repository of structured organic reaction records. Task: describe an organic reaction: reactants, conditions, products, and yield Starting materials: O=C([O-])[O-], CCN(CC)CCNC(=O)c1cc(NS(C)(=O)=O)ccc1OC, COS(=O)(=O)OC, CC(C)=O, [K+], [K+]. Yields the product CCN(CC)CCNC(=O)c1cc(N(C)S(C)(=O)=O)ccc1OC. As a reaction SMILES: [C:31](=[O:32])([O-:33])[O-:34].[CH2:1]([CH3:2])[N:3]([CH2:4][CH3:5])[CH2:6][CH2:7][NH:8][C:9]([c:10]1[c:11]([O:21][CH3:22])[cH:12][cH:13][c:14]([NH:16][S:17](=[O:18])(=[O:19])[CH3:20])[cH:15]1)=[O:23].[CH3:24][O:25][S:26]([O:27][CH3:28])(=[O:29])=[O:30].[CH3:37][C:38](=[O:39])[CH3:40].[K+:35].[K+:36]>>[CH2:1]([CH3:2])[N:3]([CH2:4][CH3:5])[CH2:6][CH2:7][NH:8][C:9]([c:10]1[c:11]([O:21][CH3:22])[cH:12][cH:13][c:14]([N:16]([S:17](=[O:18])(=[O:19])[CH3:20])[CH3:24])[cH:15]1)=[O:23].